Dataset: the Open Reaction Database (ORD), a public repository of structured organic reaction records. Task: describe an organic reaction: reactants, conditions, products, and yield Yields the product CCS(=O)(=O)N1CCC(c2c[nH]c3c(C(N)=O)cc(-c4cnn(CCN(C)CCO)c4)cc23)CC1. As a reaction SMILES: [CH3:32][NH:33][CH2:34][CH2:35][OH:36].[Cl:1][CH2:2][CH2:3][n:4]1[n:5][cH:6][c:7](-[c:9]2[cH:10][c:11]3[c:12]([CH:21]4[CH2:22][CH2:23][N:24]([S:27](=[O:28])(=[O:29])[CH2:30][CH3:31])[CH2:25][CH2:26]4)[cH:13][nH:14][c:15]3[c:16]([C:18](=[O:19])[NH2:20])[cH:17]2)[cH:8]1.[I-:38].[Na+:37].[O:39]1[CH2:40][CH2:41][CH2:42][CH2:43]1>>[CH2:2]([CH2:3][n:4]1[n:5][cH:6][c:7](-[c:9]2[cH:10][c:11]3[c:12]([CH:21]4[CH2:22][CH2:23][N:24]([S:27](=[O:28])(=[O:29])[CH2:30][CH3:31])[CH2:25][CH2:26]4)[cH:13][nH:14][c:15]3[c:16]([C:18](=[O:19])[NH2:20])[cH:17]2)[cH:8]1)[N:33]([CH3:32])[CH2:34][CH2:35][OH:36]. The reactants are CNCCO, CCS(=O)(=O)N1CCC(c2c[nH]c3c(C(N)=O)cc(-c4cnn(CCCl)c4)cc23)CC1, [I-], [Na+], C1CCOC1.